From a dataset of the Open Reaction Database (ORD), a public repository of structured organic reaction records. describe an organic reaction: reactants, conditions, products, and yield Starting materials: O=C(Oc1cc(CBr)ccc1Cl)c1ccccc1, CCOC(C)=O, [H-], [Na+], CN(C)C=O, N#Cc1ccc(Nn2cnnc2)cc1. Product: N#Cc1ccc(N(Cc2ccc(Cl)c(OC(=O)c3ccccc3)c2)n2cnnc2)cc1. RXN SMILES: [Br:17][CH2:18][c:19]1[cH:20][cH:21][c:22]([Cl:34])[c:23]([O:25][C:26]([c:27]2[cH:28][cH:29][cH:30][cH:31][cH:32]2)=[O:33])[cH:24]1.[CH3:35][CH2:36][O:37][C:38](=[O:39])[CH3:40].[H-:1].[Na+:2].[O:41]=[CH:42][N:43]([CH3:44])[CH3:45].[n:3]1[n:4][cH:5][n:6]([NH:8][c:9]2[cH:10][cH:11][c:12]([C:13]#[N:14])[cH:15][cH:16]2)[cH:7]1>>[n:3]1[n:4][cH:5][n:6]([N:8]([c:9]2[cH:10][cH:11][c:12]([C:13]#[N:14])[cH:15][cH:16]2)[CH2:18][c:19]2[cH:20][cH:21][c:22]([Cl:34])[c:23]([O:25][C:26]([c:27]3[cH:28][cH:29][cH:30][cH:31][cH:32]3)=[O:33])[cH:24]2)[cH:7]1.